This data is from the Open Reaction Database (ORD), a public repository of structured organic reaction records. The task is: describe an organic reaction: reactants, conditions, products, and yield Reactants: BrC=1C=C(C#N)C=CN1 (2-Bromo-isonicotinonitrile), C1(CC1)C1=NN2C(C(=CC=C2B(O)O)OC)=N1 ((2-cyclopropyl-8-methoxy-[1,2,4]triazolo[1,5-a]pyridin-5-yl)boronic acid), compound 303, C(=O)([O-])[O-].[K+].[K+] (K2CO3). Reagents/catalysts: C=1C=CC(=CC1)[P](C=2C=CC=CC2)(C=3C=CC=CC3)[Pd]([P](C=4C=CC=CC4)(C=5C=CC=CC5)C=6C=CC=CC6)([P](C=7C=CC=CC7)(C=8C=CC=CC8)C=9C=CC=CC9)[P](C=1C=CC=CC1)(C=1C=CC=CC1)C=1C=CC=CC1 (Pd(PPh3)4). Run in COCCOC (DME), [Cl-].[Na+].O (brine). Product: C1(CC1)C1=NN2C(C(=CC=C2C=2C=C(C#N)C=CN2)OC)=N1 (2-(2-Cyclopropyl-8-methoxy-[1,2,4]triazolo[1,5-a]pyridin-5-yl)-isonicotinonitrile). As a reaction SMILES: [CH:1]1([C:4]2[N:17]=[C:7]3[C:8]([O:15][CH3:16])=[CH:9][CH:10]=[C:11](B(O)O)[N:6]3[N:5]=2)[CH2:3][CH2:2]1.C([O-])([O-])=O.[K+].[K+].Br[C:25]1[CH:26]=[C:27]([CH:30]=[CH:31][N:32]=1)[C:28]#[N:29]>COCCOC.[Cl-].[Na+].O.C1C=CC([P]([Pd]([P](C2C=CC=CC=2)(C2C=CC=CC=2)C2C=CC=CC=2)([P](C2C=CC=CC=2)(C2C=CC=CC=2)C2C=CC=CC=2)[P](C2C=CC=CC=2)(C2C=CC=CC=2)C2C=CC=CC=2)(C2C=CC=CC=2)C2C=CC=CC=2)=CC=1>[CH:1]1([C:4]2[N:17]=[C:7]3[C:8]([O:15][CH3:16])=[CH:9][CH:10]=[C:11]([C:25]4[CH:26]=[C:27]([CH:30]=[CH:31][N:32]=4)[C:28]#[N:29])[N:6]3[N:5]=2)[CH2:3][CH2:2]1 |f:1.2.3,6.7.8,^1:45,47,66,85|. Procedure: In a screw cap vial (2-cyclopropyl-8-methoxy-[1,2,4]triazolo[1,5-a]pyridin-5-yl)boronic acid, compound 303, (26 mg, 0.1 mmol) was dissolved in DME (0.6 mL) and 1 M K2CO3 (0.2 mL) under argon. 2-Bromo-isonicotinonitrile (18 mg, 0.1 mmol) and Pd(PPh3)4 (6 mg, 0.005 mmol) were added. The suspension was shaken at 80° C. for 17 h after which brine was added, and the aqueous phase was extracted with DCM (×3). The combined organic phases were dried, filtered and concentrated. The crude product was puri...